This data is from the Open Reaction Database (ORD), a public repository of structured organic reaction records. The task is: describe an organic reaction: reactants, conditions, products, and yield The reactants are BrC(C(Cl)(Cl)Br)(Cl)Cl (1,2-dibromo-1,1,2,2-tetrachloroethane), C1(=CC=CC=C1)P(C1=CC=CC=C1)C1=CC=CC=C1 (triphenylphosphine), COC=1C=C(C=CC1)N=C=O (3-methoxyphenyl isocyanate), ClC=1N=NC(=CC1)NN (3-chloro-6-hydrazinopyridazine). The solvent is C(C)#N (acetonitrile), C(C)N(CC)CC (triethylamine). Conditions: time 2 hour. The product is ClC=1C=CC=2N(N1)C(=NN2)NC2=CC(=CC=C2)OC (6-chloro-N-(3-methoxyphenyl)-1,2,4-triazolo[4,3-b]pyridazin-3-amine). As a reaction SMILES: [CH3:1][O:2][C:3]1[CH:4]=[C:5]([N:9]=[C:10]=O)[CH:6]=[CH:7][CH:8]=1.[Cl:12][C:13]1[N:14]=[N:15][C:16]([NH:19][NH2:20])=[CH:17][CH:18]=1.BrC(Cl)(Cl)C(Br)(Cl)Cl.C1(P(C2C=CC=CC=2)C2C=CC=CC=2)C=CC=CC=1>C(#N)C.C(N(CC)CC)C>[Cl:12][C:13]1[CH:18]=[CH:17][C:16]2[N:15]([C:10]([NH:9][C:5]3[CH:6]=[CH:7][CH:8]=[C:3]([O:2][CH3:1])[CH:4]=3)=[N:20][N:19]=2)[N:14]=1. Procedure: A solution of 3-methoxyphenyl isocyanate and 3-chloro-6-hydrazinopyridazine in acetonitrile was stirred at room temperature for 30 minutes, and 1,2-dibromo-1,1,2,2-tetrachloroethane was added and the mixture was stirred at room temperature for further 2 hours. This reaction solution was combined with triethylamine and triphenylphosphine with cooling in ice, and stirred at room temperature for 3 days. Then, the reaction solution was concentrated under reduced pressure, purified by a standard meth... Reactants: ( ε12,500 ), BrC(C(=O)N(C(=O)NC)C)(C)C (1-(2-bromo-2-methylpropionyl)-1,3-dimethylurea), [Na+].C(C)(=O)OCC=1CS[C@H]2N(C1C(=O)[O-])C([C@H]2NC(\C(=N/O)\C=2OC=CC2)=O)=O ((6R,7R)-3-acetoxymethyl-7-[Z-2-(fur-2-yl)-2-hydroxyiminoacetamido]-ceph-3-em-4-carboxylic acid sodium salt), β-lactam, CCO (EtOH), ( 6H ). Run in CS(=O)C (DMSO). Yields the product C(C)(=O)OCC=1CS[C@H]2N(C1C(=O)O)C([C@H]2NC(\C(\C=2OC=CC2)=N/OC(C)CC(=O)N(C(=O)NC)C)=O)=O ((6R,7R)-3-Acetoxymethyl-7-[Z-2-{1,3-dimethylureidocarbonylprop-2-yloxyimino}-2-(fur-2-yl)acetamido]-ceph-3-em-4-carboxylic acid). Isolated yield 73.0%. RXN SMILES: Br[C:2]([CH3:12])(C)[C:3]([N:5]([CH3:10])[C:6]([NH:8][CH3:9])=[O:7])=[O:4].[Na+].[C:14]([O:17][CH2:18][C:19]1[CH2:20][S:21][C@@H:22]2[C@H:29]([NH:30][C:31](=[O:40])/[C:32](/[C:35]3[O:36][CH:37]=[CH:38][CH:39]=3)=[N:33]\[OH:34])[C:28](=[O:41])[N:23]2[C:24]=1[C:25]([O-:27])=[O:26])(=[O:16])[CH3:15].[CH3:42]CO>CS(C)=O>[C:14]([O:17][CH2:18][C:19]1[CH2:20][S:21][C@@H:22]2[C@H:29]([NH:30][C:31](=[O:40])/[C:32](=[N:33]\[O:34][CH:12]([CH2:2][C:3]([N:5]([CH3:10])[C:6]([NH:8][CH3:9])=[O:7])=[O:4])[CH3:42])/[C:35]3[O:36][CH:37]=[CH:38][CH:39]=3)[C:28](=[O:41])[N:23]2[C:24]=1[C:25]([OH:27])=[O:26])(=[O:16])[CH3:15] |f:1.2|. Reported procedure: This compound was prepared from 1-(2-bromo-2-methylpropionyl)-1,3-dimethylurea and (6R,7R)-3-acetoxymethyl-7-[Z-2-(fur-2-yl)-2-hydroxyiminoacetamido]-ceph-3-em-4-carboxylic acid sodium salt by the method described in Example 1. Yield 73%, λmax (EtOH) 274 nm (ε12,500), νmax (Nujol) 3300 (NH), 3700-2100 (bonded OH), 1789 (β-lactam), 1730 (CO2H), 1685, 1535 (CONH), τ(DMSO d6) 0.18 (CONH), 2.11, 3.28, 3.31 (furyl), 4.11, (7H), 4.77 (6H), 4.97, 6.29 (3--CH2), 6.29, 6.49 (2--CH2), 6.75 (NMe), 7.28 (NH... Reactants: C(C1=CC=CC=C1)OC=1C2=C(C=3CN(C(C3C1)=O)C(=O)OC(C)(C)C)O[C@]13[C@](C2)([C@H](CC[C@H]1C(C=CC3)(C)C)C)C ((6aR,7S,9aS,13aS)-5-benzyloxy-2-(t-butoxycarbonyl)-2,3,6,6a,7,8,9,9a,10,13-decahydro-6a,7,10,10-tetramethyl-3-oxo-1H-benzo[8,8a][1]benzopyrano[2,3-e]isoindole), O.O.C[N+](C)(C)[O-] (trimethylamine oxide dihydrate), C(O)([O-])=O.[Na+] (sodium hydrogen carbonate), S(=O)(O)[O-].[Na+] (sodium hydrogen sulfite), O.O.C[N+](C)(C)[O-] (trimethylamine oxide dihydrate). Reagents/catalysts: [Os](=O)(=O)(=O)=O (osmium tetroxide). Solvent: O (water), CC(=O)C (acetone). Conditions: time 15 hour. Product: C(C1=CC=CC=C1)OC=1C2=C(C=3CN(C(C3C1)=O)C(=O)OC(C)(C)C)O[C@]13[C@](C2)([C@H](CC[C@H]1C([C@H]([C@H](C3)O)O)(C)C)C)C ((6aR,7S,9aS,11R,12S,13aS)-5-benzyloxy-2-(t-butoxycarbonyl)-2,3,6,6a,7,8,9,9a,10,11,12,13-dodecahydro-11,12-dihydroxy-6a,7,10,10-tetramethyl-3-oxo-1H-benzo[8,8a][1]benzopyrano[2,3-e]isoindole). Isolated yield 65.7%. Reaction SMILES: [CH2:1]([O:8][C:9]1[C:10]2[CH2:29][C@:28]3([CH3:41])[C@@H:30]([CH3:40])[CH2:31][CH2:32][C@H:33]4[C:34]([CH3:39])([CH3:38])[CH:35]=[CH:36][CH2:37][C@@:27]34[O:26][C:11]=2[C:12]2[CH2:13][N:14]([C:19]([O:21][C:22]([CH3:25])([CH3:24])[CH3:23])=[O:20])[C:15](=[O:18])[C:16]=2[CH:17]=1)[C:2]1[CH:7]=[CH:6][CH:5]=[CH:4][CH:3]=1.[OH2:42].[OH2:43].C[N+]([O-])(C)C.C(=O)([O-])O.[Na+].S([O-])(O)=O.[Na+]>CC(C)=O.[Os](=O)(=O)(=O)=O.O>[CH2:1]([O:8][C:9]1[C:10]2[CH2:29][C@:28]3([CH3:41])[C@@H:30]([CH3:40])[CH2:31][CH2:32][C@H:33]4[C:34]([CH3:39])([CH3:38])[C@@H:35]([OH:43])[C@@H:36]([OH:42])[CH2:37][C@@:27]34[O:26][C:11]=2[C:12]2[CH2:13][N:14]([C:19]([O:21][C:22]([CH3:25])([CH3:24])[CH3:23])=[O:20])[C:15](=[O:18])[C:16]=2[CH:17]=1)[C:2]1[CH:3]=[CH:4][CH:5]=[CH:6][CH:7]=1 |f:1.2.3,4.5,6.7|. Procedure: To a solution of Compound (40a) (Step-2 in Example 44) (40 mg, 0.072 mmol) in 2.0 ml of acetone were added 12 mg (0.108 mmol) of trimethylamine oxide dihydrate and 0.50 ml (0.1 mmol) of 0.2M osmium tetroxide aqueous solution, and the mixture stirred at room temperature for 15 hours. After addition of 8 mg (0.072 mmol) of trimethylamine oxide dihydrate, the mixture was stirred for 5 hours. To the reaction mixture were added 236 mg (2.8 mmol) of sodium hydrogen carbonate and 146 mg (1.4 mmol) of s...